This data is from the Open Reaction Database (ORD), a public repository of structured organic reaction records. The task is: describe an organic reaction: reactants, conditions, products, and yield Starting materials: C1=CC(=CC=C1[N+](=O)[O-])O (p-nitrophenol), CCOCC (ether), B(F)(F)F.CCOCC (Boron trifluoride diethyl etherate), N(=[N+]=[N-])C[C@@H]1[C@@H]([C@@H]([C@H](C(OC(C)=O)O1)OC(C)=O)OC(C)=O)OC(C)=O (6-Azido-6-deoxy-1,2,3,4-tetra-O-acetyl-D-galactopyranose). Run in C(Cl)Cl (DCM), C(Cl)Cl (DCM), C(Cl)Cl (DCM). Reaction conditions: time 65 minute. Yields the product C(C)(=O)O[C@H]1[C@@H](OC2=CC=C(C=C2)[N+](=O)[O-])O[C@@H]([C@@H]([C@@H]1OC(C)=O)OC(C)=O)CN=[N+]=[N-] (p-Nitrophenyl 2,3,4-tri-O-acetyl-6-azido-6-deoxy-α-D-galactopyranoside). The yield is 15.4%. RXN SMILES: B(F)(F)F.CCOCC.[N:10]([CH2:13][C@H:14]1[O:23][CH:18]([O:19][C:20](=O)[CH3:21])[C@H:17]([O:24][C:25](=[O:27])[CH3:26])[C@@H:16]([O:28][C:29](=[O:31])[CH3:30])[C@H:15]1[O:32][C:33](=[O:35])[CH3:34])=[N+:11]=[N-:12].[CH:36]1[C:41]([N+:42]([O-:44])=[O:43])=[CH:40][CH:39]=C(O)C=1.CCOCC>C(Cl)Cl>[C:25]([O:24][C@@H:17]1[C@@H:16]([O:28][C:29](=[O:31])[CH3:30])[C@@H:15]([O:32][C:33](=[O:35])[CH3:34])[C@@H:14]([CH2:13][N:10]=[N+:11]=[N-:12])[O:23][C@@H:18]1[O:19][C:20]1[CH:39]=[CH:40][C:41]([N+:42]([O-:44])=[O:43])=[CH:36][CH:21]=1)(=[O:27])[CH3:26] |f:0.1|. Reported procedure: Boron trifluoride diethyl etherate (80 μl, 0.70 mmol) was added to a stirred solution of 6-azido-6-deoxy-1,2,3,4-tetra-O-acetyl-D-galactopyranose 36 (α:β, 1:1) (52 mg, 0.139 mmol) in DCM (5 mL). The solution was stirred under argon at RT. After 20 min a solution of p-nitrophenol (19 mg, 0.14 mmol) in DCM (5 mL) was added to the reaction mixture and stirring under argon maintained. After 65 min, t.1.c. (DCM:ether, 60:1) indicated formation of two products (Rf 0.1, 0.4) with some remaining startin...